This data is from the Open Reaction Database (ORD), a public repository of structured organic reaction records. The task is: describe an organic reaction: reactants, conditions, products, and yield The reactants are C(=O)(Cl)Cl (phosgene), CC1=CC=C(C=C1)C=1C(=CC=CC1)C(=O)NN (4-Methylbiphenyl-2'-hydrazide). The solvent is C(Cl)(Cl)Cl (chloroform), C(Cl)(Cl)Cl (chloroform). Yields the product CC1=CC=C(C=C1)C1=C(C=CC=C1)C1=NNC(O1)=O (4-Methyl-2'-(2-oxo-1,3,4-oxadiazol-5-yl)biphenyl). Yield: 91.6%. RXN SMILES: [C:1](Cl)(Cl)=[O:2].[CH3:5][C:6]1[CH:11]=[CH:10][C:9]([C:12]2[C:13]([C:18]([NH:20][NH2:21])=[O:19])=[CH:14][CH:15]=[CH:16][CH:17]=2)=[CH:8][CH:7]=1>C(Cl)(Cl)Cl>[CH3:5][C:6]1[CH:7]=[CH:8][C:9]([C:12]2[CH:17]=[CH:16][CH:15]=[CH:14][C:13]=2[C:18]2[O:19][C:1](=[O:2])[NH:21][N:20]=2)=[CH:10][CH:11]=1. Reported procedure: 6.5 g of phosgene are dissolved in 60 ml of chloroform. 1.45 g of the hydrazide prepared in step A in 40 ml of chloroform are added dropwise and the mixture is refluxed for 4 hours. It is evaporated and the residue is taken up with DCM, washed with water, dried over sodium sulfate, filtered and evaporated to give 1.48 g of the expected product. The reactants are N1CCC(CC1)C(=O)O (piperidine-4-carboxylic acid), N1CCC(CC1)C(=O)O (piperidine-4-carboxylic acid), ClC(=O)OCC (ethyl chloroformate). Run in [OH-].[Na+] (sodium hydroxide). The product is C(=O)(O)C1CCN(CC1)C(=O)OCC (4-Carboxy-1-ethoxycarbonylpiperidine). As a reaction SMILES: [NH:1]1[CH2:6][CH2:5][CH:4]([C:7]([OH:9])=[O:8])[CH2:3][CH2:2]1.Cl[C:11]([O:13][CH2:14][CH3:15])=[O:12]>[OH-].[Na+]>[C:7]([CH:4]1[CH2:5][CH2:6][N:1]([C:11]([O:13][CH2:14][CH3:15])=[O:12])[CH2:2][CH2:3]1)([OH:9])=[O:8] |f:2.3|. Reported procedure: 4-Carboxy-1-ethoxycarbonylpiperidine is prepared from piperidine-4-carboxylic acid (Aldrich, Steinheim, FRG), for example by reacting piperidine-4-carboxylic acid with ethyl chloroformate in aqueous sodium hydroxide solution for 2 h at from 0° to 5° C. The title compound is extracted from the aqueous phase by shaking with toluene. The toluene phase containing the dissolved title compound is dried over Na2SO4 and directly subjected to further use. The product is NC=1C=NC2=CC=CC=C2C1N (3,4-diaminoquinoline). Starting materials: [N+](=O)([O-])C=1C=NC2=CC=CC=C2C1N (3-nitro-4-aminoquinoline). The reagents and catalysts are [Pd] (palladium on charcoal). RXN SMILES: [N+:1]([C:4]1[CH:5]=[N:6][C:7]2[C:12]([C:13]=1[NH2:14])=[CH:11][CH:10]=[CH:9][CH:8]=2)([O-])=O>C(O)C.[Pd]>[NH2:1][C:4]1[CH:5]=[N:6][C:7]2[C:12]([C:13]=1[NH2:14])=[CH:11][CH:10]=[CH:9][CH:8]=2. Reported procedure: Compound 8 was prepared as described elsewhere [Van Galen, P. J. M. et. al. (1991) ibid.]. In brief, to a mixture of 3-nitro-4-aminoquinoline 7 (3.2 g, 20 mmol) in absolute ethanol (60 ml) was added 10% palladium on charcoal (0.17 g). The mixture was hydrogenated under 2.5-3.5 atm pressure till the product was formed and subsequently filtered over Hyflo. The filtrate was evaporated and the residue was gradually solidified and dried in vacuum. Yield: 2.66 g (98%). Mp.: 183-185° C. MS (ESI) m/z 16... Run in C(C)O (ethanol).